This data is from the Open Reaction Database (ORD), a public repository of structured organic reaction records. The task is: describe an organic reaction: reactants, conditions, products, and yield Reactants: S(O)(O)(=O)=O (sulfuric acid), ClC1C2=C(CCC3=C1C=CC=C3)C=CC=C2 (5-Chloro-10,11-dihydro-5H-dibenzo[a,d]cycloheptene), NC(=S)N (thiourea), [OH-].[Na+] (sodium hydroxide). Solvent: C(C)O (ethanol). The product is C1=CC=CC=2C(C3=C(CCC21)C=CC=C3)S (10,11-dihydro-5H-dibenzo[a,d]cyclohepten-5-thiol). The yield is 99.9%. RXN SMILES: Cl[CH:2]1[C:8]2[CH:9]=[CH:10][CH:11]=[CH:12][C:7]=2[CH2:6][CH2:5][C:4]2[CH:13]=[CH:14][CH:15]=[CH:16][C:3]1=2.NC(N)=[S:19].[OH-].[Na+].S(=O)(=O)(O)O>C(O)C>[CH:13]1[C:4]2[CH2:5][CH2:6][C:7]3[CH:12]=[CH:11][CH:10]=[CH:9][C:8]=3[CH:2]([SH:19])[C:3]=2[CH:16]=[CH:15][CH:14]=1 |f:2.3|. Procedure details: 5-Chloro-10,11-dihydro-5H-dibenzo[a,d]cycloheptene (6.86 g, 0.030 mol) and thiourea (2.28 g, 0.030 mol) were dissolved in ethanol (50 ml) and heated at reflux temperature for 2.5 h. After cooling to room temperature, 2 N sodium hydroxide (20 ml) was added and the mixture was subsequently heated to reflux temperature under a nitrogen atmosphere for 2 h. The reaction mixture was cooled to room temperature, made acidic by addition of a slight excess of sulfuric acid and extracted with diethyl ether... The reactants are CS(=O)(=O)OCCC=1N=C(SC1)NS(=O)(=O)C1=C(C(=CC=C1)Cl)C (2-(2-{[(3-Chloro-2-methylphenyl)sulfonyl]amino}-1,3-thiazol-4-yl)ethyl methanesulfonate), [N-]=[N+]=[N-].[Na+] (sodium azide). The solvent is C(C)O (ethanol). Product: N(=[N+]=[N-])CCC=1N=C(SC1)NS(=O)(=O)C1=C(C(=CC=C1)Cl)C (N-[4-(2-azidoethyl)-1,3-thiazol-2-yl]-3-chloro-2-methylbenzenesulfonamide). Isolated yield 72.8%. Reaction SMILES: CS(O[CH2:6][CH2:7][C:8]1[N:9]=[C:10]([NH:13][S:14]([C:17]2[CH:22]=[CH:21][CH:20]=[C:19]([Cl:23])[C:18]=2[CH3:24])(=[O:16])=[O:15])[S:11][CH:12]=1)(=O)=O.[N-:25]=[N+:26]=[N-:27].[Na+]>C(O)C>[N:25]([CH2:6][CH2:7][C:8]1[N:9]=[C:10]([NH:13][S:14]([C:17]2[CH:22]=[CH:21][CH:20]=[C:19]([Cl:23])[C:18]=2[CH3:24])(=[O:16])=[O:15])[S:11][CH:12]=1)=[N+:26]=[N-:27] |f:1.2|. Reported procedure: A mixture of EXAMPLE 191A (1.00 g, 2.43 mmol) and sodium azide (791 mg, 12.17 mmol) in ethanol (30 mL) was refluxed for 2.5 h. The solvent was evaporated and the crude material was extracted with ethyl acetate. The organic phase was dried (Sodium sulfate) and the solvent was evaporated. The crude product was purified by flash column chromatography on silica gel eluting with 2-5% acetone in DCM to yield the title product (633 mg, 1.77 mmol, 70%): MS (Ionspray, [M+H]+) m/z 357. The reactants are CC#N, CC(=O)O, CC(Oc1cccnc1N)c1c(Cl)ccc(F)c1Cl, O=C1CCC(=O)N1I. Yields the product CC(Oc1cc(I)cnc1N)c1c(Cl)ccc(F)c1Cl. Reaction SMILES: [CH3:28][C:29]#[N:30].[CH3:31][C:32](=[O:33])[OH:34].[Cl:1][c:2]1[c:3]([CH:10]([CH3:11])[O:12][c:13]2[c:14]([NH2:19])[n:15][cH:16][cH:17][cH:18]2)[c:4]([Cl:9])[cH:5][cH:6][c:7]1[F:8].[I:20][N:21]1[C:22](=[O:23])[CH2:24][CH2:25][C:26]1=[O:27]>>[Cl:1][c:2]1[c:3]([CH:10]([CH3:11])[O:12][c:13]2[c:14]([NH2:19])[n:15][cH:16][c:17]([I:20])[cH:18]2)[c:4]([Cl:9])[cH:5][cH:6][c:7]1[F:8]. Run at temperature 80 celsius, time 1 hour. Reported procedure: A mixture of 1-[2-(4-methylphenylsulfonyl)hydrazino]-5-(thiophen-3-yl)cyclohexen-3-one (3.62 g), anhydrous potassium carbonate (3.45 g), chloroacetone (1.15 g), sodium iodide (1 g), ethanol (50 ml) and 1,2-dimethoxyethane (20 ml) was stirred at 80° C. for 1 hour. Under reduced pressure, the solvent was evaporated, and the residue was extracted with ethyl acetate. The organic layer was concentrated, and the residue was purified with silica gel column chromatography. The resulting crystals were re... RXN SMILES: CC1C=CC(S([NH:11][NH:12][C:13]2[CH2:18][CH:17]([C:19]3[CH:23]=[CH:22][S:21][CH:20]=3)[CH2:16][C:15](=[O:24])[CH:14]=2)(=O)=O)=CC=1.C(=O)([O-])[O-].[K+].[K+].Cl[CH2:32][C:33](=O)[CH3:34].[I-].[Na+]>COCCOC.C(O)C>[CH3:34][C:33]1[C:14]2[C:15](=[O:24])[CH2:16][CH:17]([C:19]3[CH:23]=[CH:22][S:21][CH:20]=3)[CH2:18][C:13]=2[N:12]=[N:11][CH:32]=1 |f:1.2.3,5.6|. Yield: 32.8%. Run in COCCOC (1,2-dimethoxyethane), C(C)O (ethanol). The product is CC1=CN=NC=2CC(CC(C12)=O)C1=CSC=C1 (4-methyl-7-(thiophen-3-yl)-5,6,7,8-tetrahydrocinnolin-5-one). Starting materials: CC1=CC=C(C=C1)S(=O)(=O)NNC1=CC(CC(C1)C1=CSC=C1)=O (1-[2-(4-methylphenylsulfonyl)hydrazino]-5-(thiophen-3-yl)cyclohexen-3-one), C([O-])([O-])=O.[K+].[K+] (potassium carbonate), ClCC(C)=O (chloroacetone), [I-].[Na+] (sodium iodide). The reactants are CSc1cc(N)c(Br)cc1Cl, Cc1ccccc1, CN(C)c1ccncc1, O=C(Cl)Cl, c1ccncc1. The product is CSc1cc(N=C=O)c(Br)cc1Cl. Reaction SMILES: [Br:1][c:2]1[c:3]([NH2:11])[cH:4][c:5]([S:9][CH3:10])[c:6]([Cl:8])[cH:7]1.[CH3:22][c:23]1[cH:24][cH:25][cH:26][cH:27][cH:28]1.[CH3:29][N:30]([c:31]1[cH:32][cH:33][n:34][cH:35][cH:36]1)[CH3:37].[Cl:18][C:19]([Cl:20])=[O:21].[cH:12]1[cH:13][cH:14][n:15][cH:16][cH:17]1>>[Br:1][c:2]1[c:3]([N:11]=[C:19]=[O:21])[cH:4][c:5]([S:9][CH3:10])[c:6]([Cl:8])[cH:7]1. Reactants: C(C1=CC=CC=C1)C1CCNCC1 (4-benzylpiperidine), C1(=CC=CC=C1)C1=CC=C(C=C1)N=C=O (4-phenylphenyl isocyanate). The product is C1(=CC=C(C=C1)NC(=O)N1CCC(CC1)CC1=CC=CC=C1)C (4-Benzyl-piperidine-1-carboxylic acid p-tolylamide). As a reaction SMILES: [CH2:1]([CH:8]1[CH2:13][CH2:12][NH:11][CH2:10][CH2:9]1)[C:2]1[CH:7]=[CH:6][CH:5]=[CH:4][CH:3]=1.[C:14]1([C:20]2[CH:25]=[CH:24][C:23]([N:26]=[C:27]=[O:28])=[CH:22][CH:21]=2)C=CC=CC=1>>[C:20]1([CH3:14])[CH:25]=[CH:24][C:23]([NH:26][C:27]([N:11]2[CH2:12][CH2:13][CH:8]([CH2:1][C:2]3[CH:7]=[CH:6][CH:5]=[CH:4][CH:3]=3)[CH2:9][CH2:10]2)=[O:28])=[CH:22][CH:21]=1. Reported procedure: The title compound was prepared from 4-benzylpiperidine and 4-phenylphenyl isocyanate. 1H NMR (400 MHz, CDCl3): 7.31-7.12 (m, 7H), 7.07 (d, J=8.0 Hz, 2H), 6.32 (s, 1H), 4.06-4.00 (m, 2H), 2.79 (td, J=13, 2.5 Hz, 2H), 2.56 (d, J=6.8 Hz, 2H), 2.28 (s, 3H), 1.79-0.165 (m, 3H), 1.30-1.18 (m, 2H). Reactants: OC1=CC(=C(C=C1)C1=NC=CC2=CC(=CC=C12)S(=O)(=O)N(C1=NC=NC=C1)CC1=CC=C(C=C1)OC)OC (1-(4-hydroxy-2-methoxyphenyl)-N-(4-methoxybenzyl)-N-(pyrimidin-4-yl)isoquinoline-6-sulfonamide), C([O-])([O-])=O.[Cs+].[Cs+] (cesium carbonate), CN(C)C=O (DMF), FC(S(=O)(=O)OCC(F)(F)F)(F)F (2,2,2-Trifluoroethyl trifluoromethanesulfonate). Run in O (water). Reaction conditions: temperature 50 celsius, time 8 hour. Product: COC1=C(C=CC(=C1)OCC(F)(F)F)C1=NC=CC2=CC(=CC=C12)S(=O)(=O)NC1=NC=NC=C1 (1-(2-methoxy-4-(2,2,2-trifluoroethoxy)phenyl)-N-(pyrimidin-4-yl)isoquinoline-6-sulfonamide). Isolated yield 65.7%. Reaction SMILES: [OH:1][C:2]1[CH:7]=[CH:6][C:5]([C:8]2[C:17]3[C:12](=[CH:13][C:14]([S:18]([N:21](CC4C=CC(OC)=CC=4)[C:22]4[CH:27]=[CH:26][N:25]=[CH:24][N:23]=4)(=[O:20])=[O:19])=[CH:15][CH:16]=3)[CH:11]=[CH:10][N:9]=2)=[C:4]([O:37][CH3:38])[CH:3]=1.C(=O)([O-])[O-].[Cs+].[Cs+].CN(C=O)C.FC(F)(F)S(O[CH2:56][C:57]([F:60])([F:59])[F:58])(=O)=O>O>[CH3:38][O:37][C:4]1[CH:3]=[C:2]([O:1][CH2:56][C:57]([F:60])([F:59])[F:58])[CH:7]=[CH:6][C:5]=1[C:8]1[C:17]2[C:12](=[CH:13][C:14]([S:18]([NH:21][C:22]3[CH:27]=[CH:26][N:25]=[CH:24][N:23]=3)(=[O:20])=[O:19])=[CH:15][CH:16]=2)[CH:11]=[CH:10][N:9]=1 |f:1.2.3|. Procedure details: A vial was charged with 1-(4-hydroxy-2-methoxyphenyl)-N-(4-methoxybenzyl)-N-(pyrimidin-4-yl)isoquinoline-6-sulfonamide (from EXAMPLE 361, STEP 1; 54 mg, 0.102 mmol), cesium carbonate (100 mg, 0.306 mmol), and DMF (511 μl). 2,2,2-Trifluoroethyl trifluoromethanesulfonate (28.0 μl, 0.204 mmol) was added and the vial was heated to 50° C. for 1 h. The mixture was diluted with water and extracted with EtOAc (3×). The combined organic extracts were concentrated. The residue was dissolved in DCM (1 mL) ... Starting materials: COc1cc(C(C)C)c(S(=O)(=O)c2ccc(C)cc2)cc1C(F)(F)F, Cl, [Na+], [OH-], O. Product: COc1cc(C(C)C)c(O)cc1C(F)(F)F. Reaction SMILES: [CH:1]([CH3:2])([CH3:3])[c:4]1[c:5]([S:16]([c:17]2[cH:18][cH:19][c:20]([CH3:21])[cH:22][cH:23]2)(=[O:24])=[O:25])[cH:6][c:7]([C:12]([F:13])([F:14])[F:15])[c:8]([O:10][CH3:11])[cH:9]1.[ClH:28].[Na+:27].[OH-:26].[OH2:29]>>[CH:1]([CH3:2])([CH3:3])[c:4]1[c:5]([OH:26])[cH:6][c:7]([C:12]([F:13])([F:14])[F:15])[c:8]([O:10][CH3:11])[cH:9]1.